This data is from the Open Reaction Database (ORD), a public repository of structured organic reaction records. The task is: describe an organic reaction: reactants, conditions, products, and yield Run at temperature 0 celsius, time 2 hour. The product is COC(=O)C=1N=C(SC1)NC([C@H](CC1=CC=CC=C1)NC(C(C1=CC(=C(C=C1)OC)C)NC(=O)OCC1=CC=CC=C1)=O)=O (2-{(S)-2-[2-benzyloxycarbonylamino-2-(4-methoxy-3-methyl-phenyl)-acetylamino]-3-phenyl-propionylamino}-thiazole-4-carboxylic acid methyl ester). The reactants are ice water, COC(=O)C=1N=C(SC1)NC([C@H](CC1=CC=CC=C1)N)=O (2-((S)-2-amino-3-phenyl-propionylamino)-thiazole-4-carboxylic acid methyl ester), C(C1=CC=CC=C1)OC(=O)NC(C(=O)O)C1=CC(=C(C=C1)OC)C (benzyloxycarbonylamino-(4-methoxy-3-methyl-phenyl)-acetic acid), C(C)(C)N(CC)C(C)C (diisopropylethylamine), ON1N=NC2=C1C=CC=C2 (1-hydroxybenzotriazole), N1(N=NC2=C1C=CC=C2)OC(=[N+](C)C)N(C)C (O-benzotriazol-1-yl-N,N, N′,N′-tetramethyluronium). The yield is 69.3%. As a reaction SMILES: [CH3:1][O:2][C:3]([C:5]1[N:6]=[C:7]([NH:10][C:11](=[O:21])[C@@H:12]([NH2:20])[CH2:13][C:14]2[CH:19]=[CH:18][CH:17]=[CH:16][CH:15]=2)[S:8][CH:9]=1)=[O:4].[CH2:22]([O:29][C:30]([NH:32][CH:33]([C:37]1[CH:42]=[CH:41][C:40]([O:43][CH3:44])=[C:39]([CH3:45])[CH:38]=1)[C:34](O)=[O:35])=[O:31])[C:23]1[CH:28]=[CH:27][CH:26]=[CH:25][CH:24]=1.C(N(C(C)C)CC)(C)C.ON1C2C=CC=CC=2N=N1.N1(OC(N(C)C)=[N+](C)C)C2C=CC=CC=2N=N1>CN(C)C=O>[CH3:1][O:2][C:3]([C:5]1[N:6]=[C:7]([NH:10][C:11](=[O:21])[C@@H:12]([NH:20][C:34](=[O:35])[CH:33]([NH:32][C:30]([O:29][CH2:22][C:23]2[CH:28]=[CH:27][CH:26]=[CH:25][CH:24]=2)=[O:31])[C:37]2[CH:42]=[CH:41][C:40]([O:43][CH3:44])=[C:39]([CH3:45])[CH:38]=2)[CH2:13][C:14]2[CH:19]=[CH:18][CH:17]=[CH:16][CH:15]=2)[S:8][CH:9]=1)=[O:4]. Procedure details: To a solution of 2-((S)-2-amino-3-phenyl-propionylamino)-thiazole-4-carboxylic acid methyl ester (0.93 g, 3.04 mmol), benzyloxycarbonylamino-(4-methoxy-3-methyl-phenyl)-acetic acid (1.0 g, 3.04 mmol), diisopropylethylamine (2.1 mL, 12 mmol) and 1-hydroxybenzotriazole (0.46 g, 3.04 mmol) in N,N-dimethylformamide (10 mL) at 0° C. was added O-benzotriazol-1-yl-N,N, N′,N′-tetramethyluronium hexaflurorophosphate (1.15 g, 3.04 mmol). The reaction mixture was stirred at 0° C. for 2 hours. The reaction ... The solvent is CN(C=O)C (N,N-dimethylformamide). The reactants are [Al+3], C1CCOC1, [H-], [H-], [H-], [H-], [Li+], O, O=C(c1cc2cc(Oc3nc4ccccc4s3)ccc2[nH]1)N1CCCCC1. The product is c1ccc2sc(Oc3ccc4[nH]c(CN5CCCCC5)cc4c3)nc2c1. As a reaction SMILES: [Al+3:29].[CH2:35]1[O:36][CH2:37][CH2:38][CH2:39]1.[H-:28].[H-:31].[H-:32].[H-:33].[Li+:30].[OH2:34].[s:1]1[c:2]([O:10][c:11]2[cH:12][c:13]3[cH:14][c:15]([C:20](=[O:21])[N:22]4[CH2:23][CH2:24][CH2:25][CH2:26][CH2:27]4)[nH:16][c:17]3[cH:18][cH:19]2)[n:3][c:4]2[c:5]1[cH:6][cH:7][cH:8][cH:9]2>>[s:1]1[c:2]([O:10][c:11]2[cH:12][c:13]3[cH:14][c:15]([CH2:20][N:22]4[CH2:23][CH2:24][CH2:25][CH2:26][CH2:27]4)[nH:16][c:17]3[cH:18][cH:19]2)[n:3][c:4]2[c:5]1[cH:6][cH:7][cH:8][cH:9]2. RXN SMILES: [C:10]([CH3:11])([CH3:12])([CH3:13])[Si:14]([O:15][CH:16]1[c:17]2[c:18](-[c:45]3[cH:46][cH:47][c:48]([F:51])[cH:49][cH:50]3)[c:19]([CH:33]([OH:34])[c:35]3[cH:36][cH:37][c:38]([C:41]([F:42])([F:43])[F:44])[cH:39][cH:40]3)[c:20]([CH:28]3[CH2:29][CH2:30][CH2:31][CH2:32]3)[n:21][c:22]2[CH2:23][C:24]([CH3:26])([CH3:27])[CH2:25]1)([CH3:52])[CH3:53].[CH2:1]([N:2]([S:3]([F:4])([F:5])[F:7])[CH2:6][CH3:8])[CH3:9].[CH3:54][c:55]1[cH:56][cH:57][cH:58][cH:59][cH:60]1>>[F:7][CH:33]([c:19]1[c:18](-[c:45]2[cH:46][cH:47][c:48]([F:51])[cH:49][cH:50]2)[c:17]2[c:22]([n:21][c:20]1[CH:28]1[CH2:29][CH2:30][CH2:31][CH2:32]1)[CH2:23][C:24]([CH3:26])([CH3:27])[CH2:25][CH:16]2[O:15][Si:14]([C:10]([CH3:11])([CH3:12])[CH3:13])([CH3:52])[CH3:53])[c:35]1[cH:36][cH:37][c:38]([C:41]([F:42])([F:43])[F:44])[cH:39][cH:40]1. Reactants: CC1(C)Cc2nc(C3CCCC3)c(C(O)c3ccc(C(F)(F)F)cc3)c(-c3ccc(F)cc3)c2C(O[Si](C)(C)C(C)(C)C)C1, CCN(CC)S(F)(F)F, Cc1ccccc1. Product: CC1(C)Cc2nc(C3CCCC3)c(C(F)c3ccc(C(F)(F)F)cc3)c(-c3ccc(F)cc3)c2C(O[Si](C)(C)C(C)(C)C)C1. The reactants are N(=[N+]=[N-])CC1=CC=CC(=N1)CN1C=C(C2=CC=CC=C12)C=1C(OC(C1C1=CN(C2=CC=CC=C12)C)=O)=O (3-[1-(6-azidomethyl-pyridin-2-ylmethyl)-indol-3-yl]-4-(1-methyl-indol-3-yl)-furan-2,5-dione), [OH-].[NH4+] (ammonium hydroxide). Run in CN(C=O)C (dimethylformamide). The product is N(=[N+]=[N-])CC1=CC=CC(=N1)CN1C=C(C2=CC=CC=C12)C=1C(NC(C1C1=CN(C2=CC=CC=C12)C)=O)=O (3-[1-(6-Azidomethyl-pyridin-2-ylmethyl)-indol-3-yl]-4-(1-methyl-indol-3-yl)-pyrrole-2,5-dione). Reaction SMILES: [N:1]([CH2:4][C:5]1[N:10]=[C:9]([CH2:11][N:12]2[C:20]3[C:15](=[CH:16][CH:17]=[CH:18][CH:19]=3)[C:14]([C:21]3[C:22](=O)[O:23][C:24](=[O:36])[C:25]=3[C:26]3[C:34]4[C:29](=[CH:30][CH:31]=[CH:32][CH:33]=4)[N:28]([CH3:35])[CH:27]=3)=[CH:13]2)[CH:8]=[CH:7][CH:6]=1)=[N+:2]=[N-:3].[OH-].[NH4+:39]>CN(C)C=O>[N:1]([CH2:4][C:5]1[N:10]=[C:9]([CH2:11][N:12]2[C:20]3[C:15](=[CH:16][CH:17]=[CH:18][CH:19]=3)[C:14]([C:21]3[C:22](=[O:23])[NH:39][C:24](=[O:36])[C:25]=3[C:26]3[C:34]4[C:29](=[CH:30][CH:31]=[CH:32][CH:33]=4)[N:28]([CH3:35])[CH:27]=3)=[CH:13]2)[CH:8]=[CH:7][CH:6]=1)=[N+:2]=[N-:3] |f:1.2|. Procedure details: The product from step b) was heated with ammonium hydroxide (5 mL) and dimethylformamide (5 mL) at 75° C. for 5 h in a sealed flask. The flask was cooled and the content partitioned between ethyl acetate and water. The organic phase was washed with ammonium hydroxide. Evaporation afforded 188 mg of the sub-title product, which was used without further purification. Reactants: CC(C)(C)c1nc(C2CCC2)cc(N2CCN(CCCCl)CC2)n1, Cn1nnnc1S, CN(C)C=O, [I-], [K+], [Li+], [OH-]. Yields the product Cn1nnnc1SCCCN1CCN(c2cc(C3CCC3)nc(C(C)(C)C)n2)CC1. Reaction SMILES: [C:1]([CH3:2])([CH3:3])([CH3:4])[c:5]1[n:6][c:7]([CH:21]2[CH2:22][CH2:23][CH2:24]2)[cH:8][c:9]([N:11]2[CH2:12][CH2:13][N:14]([CH2:17][CH2:18][CH2:19][Cl:20])[CH2:15][CH2:16]2)[n:10]1.[CH3:25][n:26]1[n:27][n:28][n:29][c:30]1[SH:31].[CH3:36][N:37]([CH3:38])[CH:39]=[O:40].[I-:35].[K+:34].[Li+:32].[OH-:33]>>[C:1]([CH3:2])([CH3:3])([CH3:4])[c:5]1[n:6][c:7]([CH:21]2[CH2:22][CH2:23][CH2:24]2)[cH:8][c:9]([N:11]2[CH2:12][CH2:13][N:14]([CH2:17][CH2:18][CH2:19][S:31][c:30]3[n:26]([CH3:25])[n:27][n:28][n:29]3)[CH2:15][CH2:16]2)[n:10]1. Reactants: N1C=NC=C1 (imidazole), OCC[C@H]1[C@H](C1)C1CCN(CC1)C1=CC=C(C=N1)C=O (6-{4-[(1R,2S)-2-(2-hydroxyethyl)cyclopropyl]piperidin-1-yl}pyridine-3-carbaldehyde), CC(C)(C)[Si](C)(C)Cl (TBDMS-Cl). Solvent: O (water), CN(C)C=O (DMF). Reaction conditions: temperature 0 celsius, time 8 hour. Yields the product [Si](C)(C)(C(C)(C)C)OCC[C@H]1[C@H](C1)C1CCN(CC1)C1=CC=C(C=N1)C=O (6-{4-[(1R,2S)-2-(2-{[tert-butyl(dimethyl)silyl]oxy}ethyl)cyclopropyl]piperidin-1-yl}pyridine-3-carbaldehyde). RXN SMILES: [OH:1][CH2:2][CH2:3][C@@H:4]1[CH2:6][C@@H:5]1[CH:7]1[CH2:12][CH2:11][N:10]([C:13]2[N:18]=[CH:17][C:16]([CH:19]=[O:20])=[CH:15][CH:14]=2)[CH2:9][CH2:8]1.N1C=CN=C1.[CH3:26][C:27]([Si:30](Cl)([CH3:32])[CH3:31])([CH3:29])[CH3:28]>CN(C=O)C.O>[Si:30]([O:1][CH2:2][CH2:3][C@@H:4]1[CH2:6][C@@H:5]1[CH:7]1[CH2:8][CH2:9][N:10]([C:13]2[N:18]=[CH:17][C:16]([CH:19]=[O:20])=[CH:15][CH:14]=2)[CH2:11][CH2:12]1)([C:27]([CH3:29])([CH3:28])[CH3:26])([CH3:32])[CH3:31]. Procedure: 6-{4-[(1R,2S)-2-(2-hydroxyethyl)cyclopropyl]piperidin-1-yl}pyridine-3-carbaldehyde (1.5 g, 5.47 mmol) was dissolved in DMF (5.47 ml), and imidazole (0.558 g, 8.20 mmol) was added. The mixture was cooled to 0° C., TBDMS-Cl (0.989 g, 6.56 mmol) added and the mixture was allowed to warm to RT and stirred overnight. The mixture was diluted with 4:1 water:saturated sodium bicarbonate (100 ml), extracted with EtOAc (3×75 ml), the organic fractions combined, washed with brine, dried over Na2SO4, filter... Reactants: FC(C(C(C(C(C(C(C(F)(F)F)(F)F)(F)F)(F)F)(F)F)(F)F)(F)F)(C=1C=C(C(=NC1)N)[N+](=O)[O-])F (5-(Perfluorooctyl)-3-nitro-2-aminopyridine), FC(C(=O)Cl)(C(F)F)F (2,2,3,3-tetrafluoropropionyl chloride). Procedure: 5-(Perfluorooctyl)-3-nitro-2-aminopyridine is reacted with 2,2,3,3-tetrafluoropropionyl chloride to obtain 5-(perfluorooctyl)-3-nitro-2-(2,2,3,3-tetrafluoropropionamido)pyridine, which when hydrogenated yields 6-(perfluorooctyl)-1-hydroxy-2-(1,1,2,2-tetrafluoroethyl)-1H-imidazo(4,5-b)pyridine. Reaction SMILES: [F:1][C:2]([F:35])([C:25]1[CH:26]=[C:27]([N+:32]([O-:34])=[O:33])[C:28]([NH2:31])=[N:29][CH:30]=1)[C:3]([F:24])([F:23])[C:4]([F:22])([F:21])[C:5]([F:20])([F:19])[C:6]([F:18])([F:17])[C:7]([F:16])([F:15])[C:8]([F:14])([F:13])[C:9]([F:12])([F:11])[F:10].[F:36][C:37]([F:44])([CH:41]([F:43])[F:42])[C:38](Cl)=[O:39]>>[F:35][C:2]([F:1])([C:25]1[CH:26]=[C:27]([N+:32]([O-:34])=[O:33])[C:28]([NH:31][C:38](=[O:39])[C:37]([F:44])([F:36])[CH:41]([F:43])[F:42])=[N:29][CH:30]=1)[C:3]([F:23])([F:24])[C:4]([F:21])([F:22])[C:5]([F:19])([F:20])[C:6]([F:18])([F:17])[C:7]([F:16])([F:15])[C:8]([F:14])([F:13])[C:9]([F:12])([F:11])[F:10]. Product: FC(C(C(C(C(C(C(C(F)(F)F)(F)F)(F)F)(F)F)(F)F)(F)F)(F)F)(C=1C=C(C(=NC1)NC(C(C(F)F)(F)F)=O)[N+](=O)[O-])F (5-(perfluorooctyl)-3-nitro-2-(2,2,3,3-tetrafluoropropionamido)pyridine). Reactants: N(=NC(=O)OCC)C(=O)OCC (diethyl azodicarboxylate), C(C)O (ethanol), C(C)(=O)OC=1C=C(C=CC1)C1=C(C(CO1)(C)C)C(COCCCCCCCCCCC(=O)O)(C)C (5-(3-acetoxyphenyl)-4-(13-carboxy-1,1-dimethyl-3-oxatridecan-1-yl)-3,3-dimethyl-2,3-dihydrofuran), C1(=CC=CC=C1)P(C1=CC=CC=C1)C1=CC=CC=C1 (triphenyl phosphine), C(C)(=O)OC=1C=C(C=CC1)C1=C(C(CO1)(C)C)C(COCCCCCCCCCCC(=O)O)(C)C (5-(3-acetoxyphenyl)-4-(13-carboxy-1,1-dimethyl-3-oxatridecan-1-yl)-3,3-dimethyl-2,3-dihydrofuran), Cl (hydrochloric acid). Solvent: C1CCOC1 (THF), C1CCOC1 (THF). The product is C(C)(=O)OC=1C=C(C=CC1)C1=C(C(CO1)(C)C)C(COCCCCCCCCCCC(=O)OCC)(C)C (5-(3-acetoxyphenyl)-4-(13-ethoxycarbonyl-1,1-dimethyl-3-oxatridecan-1-yl)-3,3-dimethyl-2,3-dihydrofuran). RXN SMILES: [CH2:1](O)[CH3:2].C1(P(C2C=CC=CC=2)C2C=CC=CC=2)C=CC=CC=1.[C:23]([O:26][C:27]1[CH:28]=[C:29]([C:33]2[O:37][CH2:36][C:35]([CH3:39])([CH3:38])[C:34]=2[C:40]([CH3:57])([CH3:56])[CH2:41][O:42][CH2:43][CH2:44][CH2:45][CH2:46][CH2:47][CH2:48][CH2:49][CH2:50][CH2:51][CH2:52][C:53]([OH:55])=[O:54])[CH:30]=[CH:31][CH:32]=1)(=[O:25])[CH3:24].N(C(OCC)=O)=NC(OCC)=O.Cl>C1COCC1>[C:23]([O:26][C:27]1[CH:28]=[C:29]([C:33]2[O:37][CH2:36][C:35]([CH3:39])([CH3:38])[C:34]=2[C:40]([CH3:57])([CH3:56])[CH2:41][O:42][CH2:43][CH2:44][CH2:45][CH2:46][CH2:47][CH2:48][CH2:49][CH2:50][CH2:51][CH2:52][C:53]([O:55][CH2:1][CH3:2])=[O:54])[CH:30]=[CH:31][CH:32]=1)(=[O:25])[CH3:24]. Reported procedure: To a solution having ethanol (34 mg, 0.74 mmol), triphenyl phosphine (204 mg, 0.78 mmol) and 5-(3-acetoxyphenyl)-4-(13-carboxy-1,1-dimethyl-3-oxatridecan-1-yl)-3,3-dimethyl-2,3-dihydrofuran (compound (22)) (126 mg, 0.258 mmol) dissolved in anhydrous THF (1.0 mL) in a nitrogen stream at room temperature and stirred, diethyl azodicarboxylate (135 mg, 0.77 mmol) dissolved in anhydrous THF (0.5 mL), was added, followed by stirring for 20 minutes. After completion of the reaction, the reaction mixtur...